describe an organic reaction: reactants, conditions, products, and yield From a dataset of the Open Reaction Database (ORD), a public repository of structured organic reaction records. The reactants are NC(CCCC(=O)OC)C=1C(=NC=CC1OC)OC (methyl 5-amino-5-(2,4-dimethoxypyridin-3-yl)pentanoate), C1(=CC=CC=C1)C=1SC=C(N1)C=O (2-phenylthiazole-4-carbaldehyde). The product is COC1=NC=CC(=C1C1CCCC(N1CC=1N=C(SC1)C1=CC=CC=C1)=O)OC (6-(2,4-dimethoxypyridin-3-yl)-1-((2-phenylthiazol-4-yl)methyl)piperidin-2-one). As a reaction SMILES: [NH2:1][CH:2]([C:10]1[C:11]([O:18][CH3:19])=[N:12][CH:13]=[CH:14][C:15]=1[O:16][CH3:17])[CH2:3][CH2:4][CH2:5][C:6]([O:8]C)=O.[C:20]1([C:26]2[S:27][CH:28]=[C:29]([CH:31]=O)[N:30]=2)[CH:25]=[CH:24][CH:23]=[CH:22][CH:21]=1>>[CH3:19][O:18][C:11]1[C:10]([CH:2]2[N:1]([CH2:31][C:29]3[N:30]=[C:26]([C:20]4[CH:21]=[CH:22][CH:23]=[CH:24][CH:25]=4)[S:27][CH:28]=3)[C:6](=[O:8])[CH2:5][CH2:4][CH2:3]2)=[C:15]([O:16][CH3:17])[CH:14]=[CH:13][N:12]=1. Procedure: Prepared according to the described general procedure 1 (GP1) by reaction of methyl 5-amino-5-(2,4-dimethoxypyridin-3-yl)pentanoate with commercially available 2-phenylthiazole-4-carbaldehyde. Subsequent purification by preparative HPLC afforded the target compound. LC-MS (conditions A): tR=0.74 min.; [M+H]+: 409.83 g/mol.